Dataset: the Open Reaction Database (ORD), a public repository of structured organic reaction records. Task: describe an organic reaction: reactants, conditions, products, and yield Reactants: CC(C)(C)OC(=O)c1cc(C#C[Si](C)(C)C)cc2c1OC(C)(C)CC2(C)C, O=C([O-])[O-], CO, [K+], [K+]. Product: C#Cc1cc(C(=O)OC(C)(C)C)c2c(c1)C(C)(C)CC(C)(C)O2. As a reaction SMILES: [C:1]([CH3:2])([CH3:3])([CH3:4])[O:5][C:6](=[O:7])[c:8]1[cH:9][c:10]([C:22]#[C:23][Si:24]([CH3:25])([CH3:26])[CH3:27])[cH:11][c:12]2[c:17]1[O:16][C:15]([CH3:18])([CH3:19])[CH2:14][C:13]2([CH3:20])[CH3:21].[C:28](=[O:29])([O-:30])[O-:31].[CH3:34][OH:35].[K+:32].[K+:33]>>[C:1]([CH3:2])([CH3:3])([CH3:4])[O:5][C:6](=[O:7])[c:8]1[cH:9][c:10]([C:22]#[CH:23])[cH:11][c:12]2[c:17]1[O:16][C:15]([CH3:18])([CH3:19])[CH2:14][C:13]2([CH3:20])[CH3:21]. Reactants: Cc1nc2nc(C(N)=O)cn2c(-c2ccc(Cl)cc2Cl)c1CNC(=O)OC(C)(C)C, O=C(OC(=O)C(F)(F)F)C(F)(F)F, C1COCCO1, c1ccncc1. The product is Cc1nc2nc(C#N)cn2c(-c2ccc(Cl)cc2Cl)c1CNC(=O)OC(C)(C)C. RXN SMILES: [C:1]([NH2:2])(=[O:3])[c:4]1[n:5][c:6]2[n:7]([c:8](-[c:22]3[c:23]([Cl:29])[cH:24][c:25]([Cl:28])[cH:26][cH:27]3)[c:9]([CH2:13][NH:14][C:15]([O:16][C:17]([CH3:18])([CH3:19])[CH3:20])=[O:21])[c:10]([CH3:12])[n:11]2)[cH:30]1.[F:37][C:38]([F:39])([F:40])[C:41]([O:42][C:43](=[O:44])[C:45]([F:46])([F:47])[F:48])=[O:49].[O:50]1[CH2:51][CH2:52][O:53][CH2:54][CH2:55]1.[cH:31]1[cH:32][cH:33][n:34][cH:35][cH:36]1>>[C:1](#[N:2])[c:4]1[n:5][c:6]2[n:7]([c:8](-[c:22]3[c:23]([Cl:29])[cH:24][c:25]([Cl:28])[cH:26][cH:27]3)[c:9]([CH2:13][NH:14][C:15]([O:16][C:17]([CH3:18])([CH3:19])[CH3:20])=[O:21])[c:10]([CH3:12])[n:11]2)[cH:30]1. The reactants are OC1=CC(=C(C(=O)O)C=C1)F (4-hydroxy-2-fluorobenzoic acid), C(C)(=O)O (acetic acid). Reagents/catalysts: S(O)(O)(=O)=O (sulfuric acid). Run in O (water). Reaction conditions: temperature 80 celsius. Yields the product C(C)(=O)OC1=CC(=C(C(=O)O)C=C1)F (4-acetoxy-2-fluorobenzoic acid). As a reaction SMILES: [OH:1][C:2]1[CH:10]=[CH:9][C:5]([C:6]([OH:8])=[O:7])=[C:4]([F:11])[CH:3]=1.[C:12](O)(=[O:14])[CH3:13]>S(=O)(=O)(O)O.O>[C:12]([O:1][C:2]1[CH:10]=[CH:9][C:5]([C:6]([OH:8])=[O:7])=[C:4]([F:11])[CH:3]=1)(=[O:14])[CH3:13]. Procedure: 4.3 Grams of 4-hydroxy-2-fluorobenzoic acid and 8.4 g of anhydrous acetic acid were placed in a two-necked flask and mixed, and five drops of sulfuric acid was added with cooling with water. After heat generation terminated, the mixture was heated at 80° C. for 30 minutes. Then, the reaction mixture was discharged into cold water, and a precipitated crystal was recovered by filtration. Starting materials: CN(CCCN)CCC(C1=NC=CC=C1)C1=CC=CC=C1 (N-methyl-N-[3-phenyl-3-(2-pyridyl)propyl]-1,3-propanediamine), C(#N)NC(OC1=CC=CC=C1)=NCCSCC=1N=C(SC1)NC(=N)N (N-cyano-N'-[2-[[(2-guanidino-4-thiazolyl)methyl]thio]ethyl]-O-phenyl-isourea). Yields the product C(#N)NC(=NCCCN(C)CCC(C1=NC=CC=C1)C1=CC=CC=C1)NCCSCC=1N=C(SC1)NC(=N)N (N-cyano-N'-[2-[[(2-guanidino-4-thiazolyl)methyl]thio]ethyl]-N"-[3-[N-[3-phenyl-3-(2-pyridyl)propyl]-N-methylamino]propyl]guanidine). RXN SMILES: [CH3:1][N:2]([CH2:7][CH2:8][CH:9]([C:16]1[CH:21]=[CH:20][CH:19]=[CH:18][CH:17]=1)[C:10]1[CH:15]=[CH:14][CH:13]=[CH:12][N:11]=1)[CH2:3][CH2:4][CH2:5][NH2:6].[C:22]([NH:24][C:25](=[N:33][CH2:34][CH2:35][S:36][CH2:37][C:38]1[N:39]=[C:40]([NH:43][C:44]([NH2:46])=[NH:45])[S:41][CH:42]=1)OC1C=CC=CC=1)#[N:23]>>[C:22]([NH:24][C:25]([NH:33][CH2:34][CH2:35][S:36][CH2:37][C:38]1[N:39]=[C:40]([NH:43][C:44]([NH2:46])=[NH:45])[S:41][CH:42]=1)=[N:6][CH2:5][CH2:4][CH2:3][N:2]([CH2:7][CH2:8][CH:9]([C:16]1[CH:21]=[CH:20][CH:19]=[CH:18][CH:17]=1)[C:10]1[CH:15]=[CH:14][CH:13]=[CH:12][N:11]=1)[CH3:1])#[N:23]. Procedure: Preparation is effected analogously to Example 1, using 0.85 g (3 mmol) of N-methyl-N-[3-phenyl-3-(2-pyridyl)propyl]-1,3-propanediamine and 1.12 g (3 mmol) of N-cyano-N'-[2-[[(2-guanidino-4-thiazolyl)methyl]thio]ethyl]-O-phenyl-isourea as starting materials. Working up by chromatography analogously to Example 1 yields the purified title compound in the form of a dry foam; MS (+FAB method): m/z (rel. int.[%])=565 ([M+H]+, 2), 196 (100); IR (KBr): 2162 cm-1 (C≡N). For analytical purposes a sample ... RXN SMILES: C(OC([NH:8][C:9]1[C:10]([NH:20][C:21]([C:23]2[CH:43]=[CH:42][C:26]([CH2:27][NH:28][C:29](=[O:41])[O:30][C:31]3[CH:40]=[CH:39][C:38]4[C:33](=[CH:34][CH:35]=[CH:36][CH:37]=4)[CH:32]=3)=[CH:25][CH:24]=2)=[O:22])=[N:11][N:12]([C:14]2[CH:19]=[CH:18][CH:17]=[CH:16][CH:15]=2)[CH:13]=1)=O)(C)(C)C.Cl>C(OCC)(=O)C.O1CCOCC1>[NH2:8][C:9]1[C:10]([NH:20][C:21]([C:23]2[CH:43]=[CH:42][C:26]([CH2:27][NH:28][C:29](=[O:41])[O:30][C:31]3[CH:40]=[CH:39][C:38]4[C:33](=[CH:34][CH:35]=[CH:36][CH:37]=4)[CH:32]=3)=[CH:25][CH:24]=2)=[O:22])=[N:11][N:12]([C:14]2[CH:19]=[CH:18][CH:17]=[CH:16][CH:15]=2)[CH:13]=1. Run at time 16 hour. The product is NC=1C(=NN(C1)C1=CC=CC=C1)NC(=O)C1=CC=C(CNC(OC2=CC3=CC=CC=C3C=C2)=O)C=C1 (2-naphthyl (4-{[(4-amino-1-phenyl-1H-pyrazol-3-yl)amino]carbonyl}benzyl)carbamate). The reactants are C(C)(C)(C)OC(=O)NC=1C(=NN(C1)C1=CC=CC=C1)NC(=O)C1=CC=C(CNC(OC2=CC3=CC=CC=C3C=C2)=O)C=C1 (2-naphthyl {4-[({4-[(tert-butoxycarbonyl)amino]-1-phenyl-1H-pyrazol-3-yl}amino)carbonyl]benzyl}carbamate), Cl (HCl). Solvent: C(C)(=O)OCC (ethyl acetate), O1CCOCC1 (dioxane). Procedure details: To a solution of 2-naphthyl {4-[({4-[(tert-butoxycarbonyl)amino]-1-phenyl-1H-pyrazol-3-yl}amino)carbonyl]benzyl}carbamate (approximately 5 mg) in ethyl acetate (1 mL) was added 4M HCl in dioxane (1 mL). The reaction was stirred at ambient temperature for 16 hours. Evaporation in vacuo gave the title compound as a white solid. 1H NMR (600 MHz, CD3OD) δ 8.44 (s, 1H), 8.07 (d, J=8.2 Hz, 2H), 7.87 (t, J=8.5 Hz, 2H), 7.82 (d, J=7.9 Hz, 1H), 7.79 (d, J=8.8 Hz, 2H), 7.52 (m, 7H), 7.37 (t, J=7.3 Hz, 1H)... The reactants are CC(C)(C)OC(=O)N1CCC(C(=O)Nc2ccccc2Br)CC1, O=C([O-])[O-], BrCc1ccccc1, [Cs+], [Cs+], CN(C)C=O. Yields the product CC(C)(C)OC(=O)N1CCC(C(=O)N(Cc2ccccc2)c2ccccc2Br)CC1. As a reaction SMILES: [Br:1][c:2]1[c:3]([NH:8][C:9](=[O:10])[CH:11]2[CH2:12][CH2:13][N:14]([C:17](=[O:18])[O:19][C:20]([CH3:21])([CH3:22])[CH3:23])[CH2:15][CH2:16]2)[cH:4][cH:5][cH:6][cH:7]1.[C:32](=[O:33])([O-:34])[O-:35].[CH2:24]([c:25]1[cH:26][cH:27][cH:28][cH:29][cH:30]1)[Br:31].[Cs+:36].[Cs+:37].[O:38]=[CH:39][N:40]([CH3:41])[CH3:42]>>[Br:1][c:2]1[c:3]([N:8]([C:9](=[O:10])[CH:11]2[CH2:12][CH2:13][N:14]([C:17](=[O:18])[O:19][C:20]([CH3:21])([CH3:22])[CH3:23])[CH2:15][CH2:16]2)[CH2:24][c:25]2[cH:26][cH:27][cH:28][cH:29][cH:30]2)[cH:4][cH:5][cH:6][cH:7]1.